This data is from the Open Reaction Database (ORD), a public repository of structured organic reaction records. The task is: describe an organic reaction: reactants, conditions, products, and yield Starting materials: methanolic solution, C[O-].[Na+] (sodium methylate), N(C1=CC=CC=C1)C1=NC(=CC(=N1)Cl)C (2-anilino-4-chloro-6-methylpyrimidine). The solvent is CO (methanol), O (water). Yields the product 2, N(C1=CC=CC=C1)C1=NC(=CC(=N1)C)OC (2-anilino-4-methyl-6-methoxypyrimidine). Isolated yield 92.0%. RXN SMILES: [CH3:1][O-:2].[Na+].[NH:4]([C:11]1[N:16]=[C:15](Cl)[CH:14]=[C:13]([CH3:18])[N:12]=1)[C:5]1[CH:10]=[CH:9][CH:8]=[CH:7][CH:6]=1>CO.O>[NH:4]([C:11]1[N:12]=[C:13]([CH3:18])[CH:14]=[C:15]([O:2][CH3:1])[N:16]=1)[C:5]1[CH:10]=[CH:9][CH:8]=[CH:7][CH:6]=1 |f:0.1|. Procedure details: 2.9 g of 28% methanolic solution of sodium methylate was dissolved in 40 ml of methanol, and thereto was added 3.3 g of 2-anilino-4-chloro-6-methylpyrimidine. After 2 hours of reaction with stirring at room temperature the reaction liquid was poured in water The solids deposited were filtered, dried, and recrystallized from n-hexane to afford 2 9 g of 2-anilino-4-methyl-6-methoxypyrimidine (yield 92 %). Melting point: 75°-76° C.